From a dataset of the Open Reaction Database (ORD), a public repository of structured organic reaction records. describe an organic reaction: reactants, conditions, products, and yield The reactants are C(C)OC(C(=O)NC1=CC(=C(C(=C1)C)OC1=CC(=C(C=C1)O)S(=O)(=O)C1=CC=C(C=C1)F)C)=O (N-{4-[3-(4-fluorobenzenesulfonyl)-4-hydroxy-phenoxy]-3,5-dimethylphenyl}oxamic acid ethyl ester), [OH-].[Na+] (sodium hydroxide). The solvent is CCO (EtOH). Product: FC1=CC=C(C=C1)S(=O)(=O)C=1C=C(OC2=C(C=C(C=C2C)NC(C(=O)O)=O)C)C=CC1O (N-{4-[3-(4-fluorobenzenesulfonyl)-4-hydroxyphenoxy]-3,5-dimethylphenyl}oxamic acid). As a reaction SMILES: C([O:3][C:4](=[O:34])[C:5]([NH:7][C:8]1[CH:13]=[C:12]([CH3:14])[C:11]([O:15][C:16]2[CH:21]=[CH:20][C:19]([OH:22])=[C:18]([S:23]([C:26]3[CH:31]=[CH:30][C:29]([F:32])=[CH:28][CH:27]=3)(=[O:25])=[O:24])[CH:17]=2)=[C:10]([CH3:33])[CH:9]=1)=[O:6])C.[OH-].[Na+]>CCO>[F:32][C:29]1[CH:28]=[CH:27][C:26]([S:23]([C:18]2[CH:17]=[C:16]([CH:21]=[CH:20][C:19]=2[OH:22])[O:15][C:11]2[C:12]([CH3:14])=[CH:13][C:8]([NH:7][C:5](=[O:6])[C:4]([OH:34])=[O:3])=[CH:9][C:10]=2[CH3:33])(=[O:25])=[O:24])=[CH:31][CH:30]=1 |f:1.2|. Reported procedure: A solution of the title E compound, N-{4-[3-(4-fluorobenzenesulfonyl)-4-hydroxy-phenoxy]-3,5-dimethylphenyl}oxamic acid ethyl ester (773 mg, 1.58 mmol) in 15 mL of EtOH is treated with aqueous 1N sodium hydroxide (NaOH; 4.75 mL, 4.75 mmol) at RT. After 1h, the reaction is quenched with aqueous 1N HCl (5.5 mL) and the product is taken up in EtOAc, washed with brine, dried over anhydrous Na2SO4 and concentrated. The product is triturated with Et2O and dried in vacuo to afford N-{4-[3-(4-fluorobenz... The reactants are CN(C)C(=NC(C)(C)C)N(C)C, CCCCCC(OCc1ccc(OC)cc1)c1ccc(C2C(CCCc3ccc(C(=O)OC)s3)CCC2(Br)Br)cc1, ClCCCl, Cl. Yields the product CCCCCC(OCc1ccc(OC)cc1)c1ccc(C2=C(Br)CCC2CCCc2ccc(C(=O)OC)s2)cc1. RXN SMILES: [C:42]([N:43]=[C:44]([N:45]([CH3:46])[CH3:47])[N:48]([CH3:49])[CH3:50])([CH3:51])([CH3:52])[CH3:53].[CH3:1][O:2][C:3](=[O:4])[c:5]1[s:6][c:7]([CH2:10][CH2:11][CH2:12][CH:13]2[CH:14]([c:20]3[cH:21][cH:22][c:23]([CH:26]([CH2:27][CH2:28][CH2:29][CH2:30][CH3:31])[O:32][CH2:33][c:34]4[cH:35][cH:36][c:37]([O:40][CH3:41])[cH:38][cH:39]4)[cH:24][cH:25]3)[C:15]([Br:18])([Br:19])[CH2:16][CH2:17]2)[cH:8][cH:9]1.[Cl:55][CH2:56][CH2:57][Cl:58].[ClH:54]>>[CH3:1][O:2][C:3](=[O:4])[c:5]1[s:6][c:7]([CH2:10][CH2:11][CH2:12][CH:13]2[C:14]([c:20]3[cH:21][cH:22][c:23]([CH:26]([CH2:27][CH2:28][CH2:29][CH2:30][CH3:31])[O:32][CH2:33][c:34]4[cH:35][cH:36][c:37]([O:40][CH3:41])[cH:38][cH:39]4)[cH:24][cH:25]3)=[C:15]([Br:18])[CH2:16][CH2:17]2)[cH:8][cH:9]1. Starting materials: ClC1=CC=C(C=C1)C1=NC2=C(N1C(CO)C1CCCCC1)C=C(C(=C2)F)F (2-[2-(4-chloro-phenyl)-5,6-difluoro-benzoimidazol-1-yl]-2-cyclohexyl-ethanol), COC(C1=C(C=C(C=C1C)O)C)=O (4-hydroxy-2,6-dimethyl-benzoic acid methyl ester), N(=NC(=O)OC(C)(C)C)C(=O)OC(C)(C)C (di-tert-butyl azodicarboxylate). Product: COC(C1=C(C=C(C=C1C)OCC(C1CCCCC1)N1C(=NC2=C1C=C(C(=C2)F)F)C2=CC=C(C=C2)Cl)C)=O (4-{2-[2-(4-Chloro-phenyl)-5,6-difluoro-benzoimidazol-1-yl]-2-cyclohexyl-ethoxy}-2,6-dimethyl-benzoic acid methyl ester). The yield is 12.0%. Reaction SMILES: [Cl:1][C:2]1[CH:7]=[CH:6][C:5]([C:8]2[N:12]([CH:13]([CH:16]3[CH2:21][CH2:20][CH2:19][CH2:18][CH2:17]3)[CH2:14][OH:15])[C:11]3[CH:22]=[C:23]([F:27])[C:24]([F:26])=[CH:25][C:10]=3[N:9]=2)=[CH:4][CH:3]=1.[CH3:28][O:29][C:30](=[O:40])[C:31]1[C:36]([CH3:37])=[CH:35][C:34](O)=[CH:33][C:32]=1[CH3:39].N(C(OC(C)(C)C)=O)=NC(OC(C)(C)C)=O>>[CH3:28][O:29][C:30](=[O:40])[C:31]1[C:32]([CH3:39])=[CH:33][C:34]([O:15][CH2:14][CH:13]([N:12]2[C:11]3[CH:22]=[C:23]([F:27])[C:24]([F:26])=[CH:25][C:10]=3[N:9]=[C:8]2[C:5]2[CH:6]=[CH:7][C:2]([Cl:1])=[CH:3][CH:4]=2)[CH:16]2[CH2:17][CH2:18][CH2:19][CH2:20][CH2:21]2)=[CH:35][C:36]=1[CH3:37]. Reported procedure: The title compound was prepared in analogy to Example 4, intermediate, from 2-[2-(4-chloro-phenyl)-5,6-difluoro-benzoimidazol-1-yl]-2-cyclohexyl-ethanol (Ex. 1, int. c) and 4-hydroxy-2,6-dimethyl-benzoic acid methyl ester (commercially available) and replacing di-ethyl azodicarboxylate by di-tert-butyl azodicarboxylate. The resulting solid was purified by silica gel chromatography using a MPLC system (CombiFlash Companion, Isco Inc.) eluting with a gradient of n-heptane and ethyl acetate (100:0 ... Starting materials: BrC=1C=C2C(=C(C=NC2=CC1)C(CC(C)C)=O)N[C@@H]1CC[C@H](CC1)N(C)C (1-{6-bromo-4-[trans-4-(dimethylamino)cyclohexylamino]quinolin-3-yl}-3-methylbutan-1-one), ClC1=C(C(=CC(=C1)B1OC(C(O1)(C)C)(C)C)OC)O (2-chloro-6-methoxy-4-(4,4,5,5-tetramethyl-1,3,2-dioxaborolan-2-yl)phenol). Yields the product ClC=1C=C(C=C(C1O)OC)C=1C=C2C(=C(C=NC2=CC1)C(CC(C)C)=O)N[C@@H]1CC[C@H](CC1)N(C)C (1-{6-(3-Chloro-4-hydroxy-5-methoxyphenyl)-4-[trans-4-(dimethylamino)cyclohexylamino]quinolin-3-yl}-3-methylbutan-1-one). Yield: 57.5%. As a reaction SMILES: Br[C:2]1[CH:3]=[C:4]2[C:9](=[CH:10][CH:11]=1)[N:8]=[CH:7][C:6]([C:12](=[O:17])[CH2:13][CH:14]([CH3:16])[CH3:15])=[C:5]2[NH:18][C@H:19]1[CH2:24][CH2:23][C@H:22]([N:25]([CH3:27])[CH3:26])[CH2:21][CH2:20]1.[Cl:28][C:29]1[CH:34]=[C:33](B2OC(C)(C)C(C)(C)O2)[CH:32]=[C:31]([O:44][CH3:45])[C:30]=1[OH:46]>>[Cl:28][C:29]1[CH:34]=[C:33]([C:2]2[CH:3]=[C:4]3[C:9](=[CH:10][CH:11]=2)[N:8]=[CH:7][C:6]([C:12](=[O:17])[CH2:13][CH:14]([CH3:15])[CH3:16])=[C:5]3[NH:18][C@H:19]2[CH2:24][CH2:23][C@H:22]([N:25]([CH3:27])[CH3:26])[CH2:21][CH2:20]2)[CH:32]=[C:31]([O:44][CH3:45])[C:30]=1[OH:46]. Procedure details: Following general procedure D, 1-{6-bromo-4-[trans-4-(dimethylamino)cyclohexylamino]quinolin-3-yl}-3-methylbutan-1-one (13 mg, 0.030 mmol) was reacted with 2-chloro-6-methoxy-4-(4,4,5,5-tetramethyl-1,3,2-dioxaborolan-2-yl)phenol (21 mg, 0.075 mmol) to afford the desired product (8.8 mg, 58%) as a yellow solid: NMR (500 MHz, CD3OD) δ 8.94 (s, 1H), 8.35 (d, J=1.8 Hz, 1H), 8.03 (dd, J=8.7, 1.9 Hz, 1H), 7.90 (d, J=8.7 Hz, 1H), 7.29 (d, J=2.1 Hz, 1H), 7.22 (d, J=2.1 Hz, 1H), 4.24 (t, J=10.8 Hz, 1H), ... The reactants are FC=1C=NC=C(C(=NO)Cl)C1 (5-Fluoro-N-hydroxynicotinimidoyl chloride), C(#C)C1=CC=C(C=C1)F (1-ethynyl-4-fluorobenzene), N (NH3). The product is FC=1C=C(C=NC1)C1=NOC(=C1)C1=CC=C(C=C1)F (3-(5-Fluoropyridin-3-yl)-5-(4-fluorophenyl)isoxazole). As a reaction SMILES: [F:1][C:2]1[CH:3]=[N:4][CH:5]=[C:6]([CH:11]=1)[C:7](Cl)=[N:8][OH:9].[C:12]([C:14]1[CH:19]=[CH:18][C:17]([F:20])=[CH:16][CH:15]=1)#[CH:13].N>>[F:1][C:2]1[CH:11]=[C:6]([C:7]2[CH:13]=[C:12]([C:14]3[CH:19]=[CH:18][C:17]([F:20])=[CH:16][CH:15]=3)[O:9][N:8]=2)[CH:5]=[N:4][CH:3]=1. Procedure: The titled compound was prepared according to Method CB using the product of Example 28B (88 mg, 0.5 mmol) and 1-ethynyl-4-fluorobenzene (Aldrich, 60 mg, 0.5 mmol). 1H NMR (300 MHz, MeOH-d4) δ 7.24-7.35 (m, 2H), 7.37 (s, 1 H), 7.92-8.02 (m, 2H), 8.17 (ddd, J=9.4, 2.8, 1.7 Hz, 1H), 8.61 (d, J=3.1 Hz, 1H), 8.96 (t, J=1.5 Hz, 1H) ppm; MS (DCI/NH3) m/z 259 (M+H)+.